From a dataset of the Open Reaction Database (ORD), a public repository of structured organic reaction records. describe an organic reaction: reactants, conditions, products, and yield Starting materials: ClC=1C(=CC(=C(C(=O)OC)C1)NC(C1=CC=C(C=C1)N(C)C)=O)N1CCN(CC1)C(=O)C=1C(=NOC1C)C1=C(C=CC=C1)OC (methyl 5-chloro-2-(4-(dimethylamino)benzamido)-4-(4-(3-(2-methoxyphenyl)-5-methylisoxazole-4-carbonyl)piperazin-1-yl)benzoate), [BH4-].[Na+] (sodium borohydride). Solvent: CO (MeOH), C1CCOC1 (THF). Conditions: temperature 40 celsius, time 2 hour. Yields the product ClC1=CC(=C(C=C1N1CCN(CC1)C(=O)C=1C(=NOC1C)C1=C(C=CC=C1)OC)NC(C1=CC=C(C=C1)N(C)C)=O)CO (N-(4-Chloro-2-(hydroxymethyl)-5-(4-(3-(2-methoxyphenyl)-5-methylisoxazole-4-carbonyl)piperazin-1-yl)phenyl)-4-(dimethylamino)benzamide). Isolated yield 87.1%. Reaction SMILES: [Cl:1][C:2]1[C:3]([N:24]2[CH2:29][CH2:28][N:27]([C:30]([C:32]3[C:33]([C:38]4[CH:43]=[CH:42][CH:41]=[CH:40][C:39]=4[O:44][CH3:45])=[N:34][O:35][C:36]=3[CH3:37])=[O:31])[CH2:26][CH2:25]2)=[CH:4][C:5]([NH:12][C:13](=[O:23])[C:14]2[CH:19]=[CH:18][C:17]([N:20]([CH3:22])[CH3:21])=[CH:16][CH:15]=2)=[C:6]([CH:11]=1)[C:7](OC)=[O:8].[BH4-].[Na+]>CO.C1COCC1>[Cl:1][C:2]1[C:3]([N:24]2[CH2:25][CH2:26][N:27]([C:30]([C:32]3[C:33]([C:38]4[CH:43]=[CH:42][CH:41]=[CH:40][C:39]=4[O:44][CH3:45])=[N:34][O:35][C:36]=3[CH3:37])=[O:31])[CH2:28][CH2:29]2)=[CH:4][C:5]([NH:12][C:13](=[O:23])[C:14]2[CH:15]=[CH:16][C:17]([N:20]([CH3:21])[CH3:22])=[CH:18][CH:19]=2)=[C:6]([CH2:7][OH:8])[CH:11]=1 |f:1.2|. Procedure details: To a solution of methyl 5-chloro-2-(4-(dimethylamino)benzamido)-4-(4-(3-(2-methoxyphenyl)-5-methylisoxazole-4-carbonyl)piperazin-1-yl)benzoate (108 mg, 0.171 mmol) in MeOH (1 mL) and THF (3 mL) at room temperature was added sodium borohydride (32.3 mg, 0.854 mmol). The resulting reaction mixture was stirred at 40° C. for 2 hours. The product was purified by preparative HPLC(CH3CN/H2O-10 nM ammonium acetate) to give 90 mg (81% yield) of N-(4-Chloro-2-(hydroxymethyl)-5-(4-(3-(2-methoxyphenyl)-5-me... The reactants are O=C(COC1(CCCCC1)OCC(=O)O)[C@@]1(CC2=C(C=3C(C4=CC=CC(=C4C(C3C(=C2[C@H](C1)O[C@H]1C[C@H]2[C@H](O[C@@H]3[C@H](OCCN32)OC)[C@@H](O1)C)O)=O)OC)=O)O)O ([(1-{2-oxo-2-[(2S,4S)-2,5,12-trihydroxy-7-methoxy-4-{[(1S,3R,4aS,9S,9aR,10aS)-9-methoxy-1-methyloctahydro-1H-pyrano[4′,3′:4,5][1,3]oxazolo[2,3-c][1,4]oxazin-3-yl]oxy}-6,11-dioxo-1,2,3,4,6,11-hexahydrotetracen-2-yl]ethoxy}cyclohexyl)oxy]acetic acid), ON1C(CCC1=O)=O (N-hydroxysuccinimide), C1(CCCCC1)N=C=NC1CCCCC1 (N,N′-dicyclohexylcarbodiimide). Solvent: ClCCl (Dichloromethane). Conditions: time 6 hour. Yields the product O=C(COC1(CCCCC1)OCC(=O)ON1C(CCC1=O)=O)[C@@]1(CC2=C(C=3C(C4=CC=CC(=C4C(C3C(=C2[C@H](C1)O[C@H]1C[C@H]2[C@H](O[C@@H]3[C@H](OCCN32)OC)[C@@H](O1)C)O)=O)OC)=O)O)O (1-({[(1-{2-oxo-2-[(2S,4S)-2,5,12-trihydroxy-7-methoxy-4-{[(1S,3R,4aS,9S,9aR,10aS)-9-methoxy-1-methyloctahydro-1H-pyrano[4′,3′:4,5] [1,3]oxazolo[2,3-c][1,4]oxazin-3-yl]oxy}-6,11-dioxo-1,2,3,4,6,11-hexahydrotetracen-2-yl]ethoxy}cyclohexyl)oxy]acetyl}oxy)pyrrolidine-2,5-dione). As a reaction SMILES: [O:1]=[C:2]([C@@:16]1([OH:57])[CH2:33][C@H:32]([O:34][C@@H:35]2[O:49][C@@H:48]([CH3:50])[C@H:38]3[O:39][C@H:40]4[N:45]([C@H:37]3[CH2:36]2)[CH2:44][CH2:43][O:42][C@@H:41]4[O:46][CH3:47])[C:31]2[C:18](=[C:19]([OH:56])[C:20]3[C:21](=[O:55])[C:22]4[C:27]([C:28](=[O:52])[C:29]=3[C:30]=2[OH:51])=[C:26]([O:53][CH3:54])[CH:25]=[CH:24][CH:23]=4)[CH2:17]1)[CH2:3][O:4][C:5]1([O:11][CH2:12][C:13]([OH:15])=[O:14])[CH2:10][CH2:9][CH2:8][CH2:7][CH2:6]1.O[N:59]1[C:63](=[O:64])[CH2:62][CH2:61][C:60]1=[O:65].C1(N=C=NC2CCCCC2)CCCCC1>ClCCl>[O:1]=[C:2]([C@@:16]1([OH:57])[CH2:33][C@H:32]([O:34][C@@H:35]2[O:49][C@@H:48]([CH3:50])[C@H:38]3[O:39][C@H:40]4[N:45]([C@H:37]3[CH2:36]2)[CH2:44][CH2:43][O:42][C@@H:41]4[O:46][CH3:47])[C:31]2[C:18](=[C:19]([OH:56])[C:20]3[C:21](=[O:55])[C:22]4[C:27]([C:28](=[O:52])[C:29]=3[C:30]=2[OH:51])=[C:26]([O:53][CH3:54])[CH:25]=[CH:24][CH:23]=4)[CH2:17]1)[CH2:3][O:4][C:5]1([O:11][CH2:12][C:13]([O:15][N:59]2[C:63](=[O:64])[CH2:62][CH2:61][C:60]2=[O:65])=[O:14])[CH2:10][CH2:9][CH2:8][CH2:7][CH2:6]1. Procedure: To a solution of the acid intermediate 46 (4 mg, 0.005 mmol) in dry Dichloromethane (2 mL) kept at +5° C., N-hydroxysuccinimide (2 mg, 0.017 mmol) and N,N′-dicyclohexylcarbodiimide (2 mg, 0.01 mmol) were added. The solution was stirred at room temperature for 6 h, the solvent evaporated under vacuum and the residue treated with ethyl ether (5 mL). The suspension was stirred for 30 minutes, the solid removed by filtration and organic solution concentrated in vacuo. Purification of the crude by fl... Starting materials: [N+](=O)([O-])C=1C=C2C=NN(C2=CC1)CCN1CCCC1 (5-nitro-1-(2-pyrrolidin-1-yl-ethyl)-1H-indazole). The reagents and catalysts are [Ni] (Raney nickel). Solvent: CCOC(=O)C (EtOAc). Conditions: time 20 hour. The product is N1(CCCC1)CCN1N=CC2=CC(=CC=C12)N (1-(2-pyrrolidin-1-yl-ethyl)-1H-indazol-5-ylamine). RXN SMILES: [N+:1]([C:4]1[CH:5]=[C:6]2[C:10](=[CH:11][CH:12]=1)[N:9]([CH2:13][CH2:14][N:15]1[CH2:19][CH2:18][CH2:17][CH2:16]1)[N:8]=[CH:7]2)([O-])=O>[Ni].CCOC(C)=O>[N:15]1([CH2:14][CH2:13][N:9]2[C:10]3[C:6](=[CH:5][C:4]([NH2:1])=[CH:12][CH:11]=3)[CH:7]=[N:8]2)[CH2:19][CH2:18][CH2:17][CH2:16]1. Reported procedure: 0.50 g Raney nickel are added to a solution of 3.50 g (13.4 mmol) 5-nitro-1-(2-pyrrolidin-1-yl-ethyl)-1H-indazole in 50 mL EtOAc and the reaction mixture is stirred for 20 h at RT at 1.4 bar H2. After filtration the solvent is eliminated i.vac. The product is further reacted without any more purification.